This data is from the Open Reaction Database (ORD), a public repository of structured organic reaction records. The task is: describe an organic reaction: reactants, conditions, products, and yield Reactants: N(=NC(C#N)(C)C)C(C#N)(C)C (2,2′-azobisisobutyronitrile), C(C)(C)(C)C=1C(=O)NC(C1)=O (t-butyl maleimide), C12C(CC(C=C1)CC2)C(=O)OC(C)(C)C (t-butyl bicyclo[2,2,2]oct-5-ene-2-carboxylate), C12C(CC(C=C1)C2)C(=O)OCCO (2-hydroxyethyl 5-norbornene-2-carboxylate), resultant solution. Run in O1CCCC1 (tetrahydrofuran). The product is C(C)(C)(C)C=1C(=O)NC(C1)=O.C12C(CC(C=C1)CC2)C(=O)OC(C)(C)C.C12C(CC(C=C1)C2)C(=O)OCCO (t-butyl maleimide t-butyl bicyclo[2,2,2]oct-5-ene-2-carboxylate 2-hydroxyethyl 5-norbornene-2-carboxylate). Isolated yield 75.0%. As a reaction SMILES: [C:1]([C:5]1[C:6]([NH:8][C:9](=[O:11])[CH:10]=1)=[O:7])([CH3:4])([CH3:3])[CH3:2].[CH:12]12[CH2:19][CH2:18][CH:15]([CH:16]=[CH:17]1)[CH2:14][CH:13]2[C:20]([O:22][C:23]([CH3:26])([CH3:25])[CH3:24])=[O:21].[CH:27]12[CH2:33][CH:30]([CH:31]=[CH:32]1)[CH2:29][CH:28]2[C:34]([O:36][CH2:37][CH2:38][OH:39])=[O:35].N(C(C)(C)C#N)=NC(C)(C)C#N>O1CCCC1>[C:1]([C:5]1[C:6]([NH:8][C:9](=[O:11])[CH:10]=1)=[O:7])([CH3:4])([CH3:2])[CH3:3].[CH:12]12[CH2:19][CH2:18][CH:15]([CH:16]=[CH:17]1)[CH2:14][CH:13]2[C:20]([O:22][C:23]([CH3:26])([CH3:25])[CH3:24])=[O:21].[CH:27]12[CH2:33][CH:30]([CH:31]=[CH:32]1)[CH2:29][CH:28]2[C:34]([O:36][CH2:37][CH2:38][OH:39])=[O:35] |f:5.6.7|. Reported procedure: t-butyl maleimide (1 mol.), t-butyl bicyclo[2,2,2]oct-5-ene-2-carboxylate (0.5 mol.), and 2-hydroxyethyl 5-norbornene-2-carboxylate (0.5 mol.) were dissolved in 50 g to 300 g of tetrahydrofuran (THF), 2 g to 15 g of 2,2′-azobisisobutyronitrile (AIBN) were added thereto, then the resultant solution was reacted at a temperature of 60° C. to 70° C. in a nitrogen atmosphere for 10 hours. After a high molecular weight was achieved by the reaction, the resultant product was precipitated in an ethyl et... Run at time 1 hour. RXN SMILES: [CH2:1]([O:8][C:9]1[CH:20]=[C:19]2[C:12]([NH:13][CH:14]=[C:15]2[CH2:16][CH2:17][NH2:18])=[CH:11][CH:10]=1)[C:2]1[CH:7]=[CH:6][CH:5]=[CH:4][CH:3]=1.[O:21]([C:28]1[CH:29]=[C:30]([CH:33]=[CH:34][CH:35]=1)[CH:31]=O)[C:22]1[CH:27]=[CH:26][CH:25]=[CH:24][CH:23]=1.[BH4-].[Na+].C(O)(=O)C(O)=O>CO.O>[CH2:1]([O:8][C:9]1[CH:20]=[C:19]2[C:12](=[CH:11][CH:10]=1)[NH:13][CH:14]=[C:15]2[CH2:16][CH2:17][NH:18][CH2:31][C:30]1[CH:33]=[CH:34][CH:35]=[C:28]([O:21][C:22]2[CH:27]=[CH:26][CH:25]=[CH:24][CH:23]=2)[CH:29]=1)[C:2]1[CH:3]=[CH:4][CH:5]=[CH:6][CH:7]=1 |f:2.3|. The product is C(C1=CC=CC=C1)OC=1C=C2C(=CNC2=CC1)CCNCC1=CC(=CC=C1)OC1=CC=CC=C1 (N-(2-(5-Benzyloxy-1H-indol-3-yl)-ethyl)-3-phenoxybenzylamine). Reactants: [BH4-].[Na+] (NaBH4), C(C(=O)O)(=O)O (oxalic acid), C(C1=CC=CC=C1)OC1=CC=C2NC=C(CCN)C2=C1 (5-benzyloxy tryptamine), O(C1=CC=CC=C1)C=1C=C(C=O)C=CC1 (3-phenoxybenzaldehyde). Reported procedure: Combine 5-benzyloxy tryptamine (1.23 g, 4.6 mmol), 3-phenoxybenzaldehyde (97%, 1.09 g, 5.53 mmol) and molecular sieves 4 A (1.0 g) and stir in methanol (15 mL) for 4 h. Filter the molecular sieves and wash several times with MeOH. To this MeOH solution, add portionwise NaBH4 (174 mg, 4.60 mmol), stir the resulting mixture at room temperature for 1 h. Remove MeOH under vacuum, dilute the residue with CH2CL2/water, extract with CH2Cl2, combine organic layers, dry over Na2SO4 and concentrate the so... Run in O (water), CO (MeOH), CO (MeOH), CO (methanol). The reactants are [OH-].[K+] (potassium hydroxide), O1CCCC1 (tetrahydrofuran). The solvent is O (water). Conditions: time 24 hour. Yields the product C12C(CC(C=C1)C2)C(=O)O (5-norbornene-2-carboxylic acid). RXN SMILES: [OH-:1].[K+].[O:3]1[CH2:7][CH2:6][CH2:5][CH2:4]1>O>[CH:6]12[CH2:7][CH:4]([CH:4]=[CH:5]1)[CH2:5][CH:6]2[C:7]([OH:3])=[O:1] |f:0.1|. Reported procedure: 95.0 g (382 mmol) of the Diels-Alder adduct obtained in the above step was dissolved in 950 ml of tetrahydrofuran, 103 g (1.57 mol) of potassium hydroxide (85%) in 760 ml of water was added on ice cooling, and the mixture was stirred at room temperature for 24 hours. After tetrahydrofuran was distilled off from the reaction mixture, the residue was neutralized with 138 ml of concentrated hydrochloric acid, and the solution was extracted with a mixture solvent of hexane-methylene chloride (98:2) ...